This data is from the Open Reaction Database (ORD), a public repository of structured organic reaction records. The task is: describe an organic reaction: reactants, conditions, products, and yield The reactants are ClCCNC(=O)N(C1[C@H](O)[C@H](O)[C@H](O1)CO)CC1CC1 (1-(2-chloroethyl)-3-cyclopropylmethyl-3-(D-ribofuranosyl)urea), [N+](=O)([N+](=O)[O-])[O-] (nitrogen tetroxide). The product is ClCCN(C(=O)N(C1[C@H](O)[C@H](O)[C@H](O1)CO)CC1CC1)N=O (1-(2-chloroethyl)-1-nitroso-3-cyclopropylmethyl-3-(D-ribofuranosyl)urea). Yield: 67.8%. As a reaction SMILES: [Cl:1][CH2:2][CH2:3][NH:4][C:5]([N:7]([CH2:17][CH:18]1[CH2:20][CH2:19]1)[CH:8]1[O:14][C@H:13]([CH2:15][OH:16])[C@@H:11]([OH:12])[C@H:9]1[OH:10])=[O:6].[N+:21]([O-])([N+]([O-])=O)=[O:22]>>[Cl:1][CH2:2][CH2:3][N:4]([N:21]=[O:22])[C:5]([N:7]([CH2:17][CH:18]1[CH2:20][CH2:19]1)[CH:8]1[O:14][C@H:13]([CH2:15][OH:16])[C@@H:11]([OH:12])[C@H:9]1[OH:10])=[O:6]. Reported procedure: 3.1 g of 1-(2-chloroethyl)-3-cyclopropylmethyl-3-(D-ribofuranosyl)urea and 5 g of nitrogen tetroxide gas are treated in the same manner as described in Example 31-(2). 2.3 g of 1-(2-chloroethyl)-1-nitroso-3-cyclopropylmethyl-3-(D-ribofuranosyl)urea are thereby obtained as yellow liquid. The reactants are [NH4+].[Cl-] (NH4Cl), C(=O)(O)[O-].[Na+] (NaHCO3), 11q, C(C1=CC=CC=C1)N([C@@H]1[C@@H](C[C@@H](CC1)N(C)C(C)C)CC(C(C)C)=O)CC1=CC=CC=C1 (1-((1S,2S,5R)-2-(dibenzylamino)-5-(isopropyl(methyl)amino)cyclohexyl)-3-methylbutan-2-one), [BH4-].[Na+] (sodium borohydride). Solvent: CO (methanol). Reaction conditions: time 2 hour. Product: C(C1=CC=CC=C1)N([C@@H]1[C@@H](C[C@@H](CC1)N(C)C(C)C)CC(C(C)C)O)CC1=CC=CC=C1 (1-((1S,2S,5R)-2-(dibenzylamino)-5-(isopropyl(methyl)amino)cyclohexyl)-3-methylbutan-2-ol). The yield is 97.5%. RXN SMILES: [CH2:1]([N:8]([CH2:26][C:27]1[CH:32]=[CH:31][CH:30]=[CH:29][CH:28]=1)[C@H:9]1[CH2:14][CH2:13][C@@H:12]([N:15]([CH:17]([CH3:19])[CH3:18])[CH3:16])[CH2:11][C@H:10]1[CH2:20][C:21](=[O:25])[CH:22]([CH3:24])[CH3:23])[C:2]1[CH:7]=[CH:6][CH:5]=[CH:4][CH:3]=1.[BH4-].[Na+].[NH4+].[Cl-].C([O-])(O)=O.[Na+]>CO>[CH2:1]([N:8]([CH2:26][C:27]1[CH:28]=[CH:29][CH:30]=[CH:31][CH:32]=1)[C@H:9]1[CH2:14][CH2:13][C@@H:12]([N:15]([CH:17]([CH3:19])[CH3:18])[CH3:16])[CH2:11][C@H:10]1[CH2:20][CH:21]([OH:25])[CH:22]([CH3:23])[CH3:24])[C:2]1[CH:3]=[CH:4][CH:5]=[CH:6][CH:7]=1 |f:1.2,3.4,5.6|. Procedure: Examples 11p and 11q, Step 8: To a solution of 1-((1S,2S,5R)-2-(dibenzylamino)-5-(isopropyl(methyl)amino)cyclohexyl)-3-methylbutan-2-one (168 mg, 0.39 mmoles) in 3 ml of methanol was added sodium borohydride (29.2 mg, 0.78 mmoles), the mixture was stirred for 2 hours at room temperature. At the end of the stirring was added saturated NH4Cl, and then the mixture was made basic with saturated NaHCO3. It was extracted with EtOAc, washed with brine, dried over Na2SO4, and evaporated to give 166 mg o... Starting materials: [H-].[Na+] (Sodium hydride), [Si](C)(C)(C(C)(C)C)O[C@H]1[C@@H](O[C@@H]([C@H]1O[Si](C)(C)C(C)(C)C)COC)N1C2=NC(=NC(=C2N=C1)NCC(C1=CC=CC=C1)C1=CC=CC=C1)CO ({9-[(2R,3R,4R,5R)-3,4-bis{[tert-butyl(dimethyl)silyl]oxy}-5-(methoxymethyl)tetrahydro-2-furanyl]-6-[(2,2-diphenylethyl)amino]-9H-purin-2-yl}methanol), C(C1=CC=CC=C1)Br (benzyl bromide). The solvent is O1CCCC1 (tetrahydrofuran). Run at time 10 minute. The product is C(C1=CC=CC=C1)OCC1=NC(=C2N=CN(C2=N1)[C@@H]1O[C@@H]([C@H]([C@H]1O[Si](C)(C)C(C)(C)C)O[Si](C)(C)C(C)(C)C)COC)NCC(C1=CC=CC=C1)C1=CC=CC=C1 (2-[(Benzyloxy)methyl]-9-[(2R,3R,4R,5R)-3,4-bis{[tert-butyl(dimethyl)silyl]oxy}-5-(methoxymethyl)tetrahydro-2-furanyl]-N-(2,2-diphenylethyl)-9H-purin-6-amine). Isolated yield 10.6%. Reaction SMILES: [H-].[Na+].[Si:3]([O:10][C@@H:11]1[C@H:15]([O:16][Si:17]([C:20]([CH3:23])([CH3:22])[CH3:21])([CH3:19])[CH3:18])[C@@H:14]([CH2:24][O:25][CH3:26])[O:13][C@H:12]1[N:27]1[CH:35]=[N:34][C:33]2[C:28]1=[N:29][C:30]([CH2:51][OH:52])=[N:31][C:32]=2[NH:36][CH2:37][CH:38]([C:45]1[CH:50]=[CH:49][CH:48]=[CH:47][CH:46]=1)[C:39]1[CH:44]=[CH:43][CH:42]=[CH:41][CH:40]=1)([C:6]([CH3:9])([CH3:8])[CH3:7])([CH3:5])[CH3:4].[CH2:53](Br)[C:54]1[CH:59]=[CH:58][CH:57]=[CH:56][CH:55]=1>O1CCCC1>[CH2:53]([O:52][CH2:51][C:30]1[N:29]=[C:28]2[C:33]([N:34]=[CH:35][N:27]2[C@H:12]2[C@H:11]([O:10][Si:3]([C:6]([CH3:8])([CH3:9])[CH3:7])([CH3:4])[CH3:5])[C@H:15]([O:16][Si:17]([C:20]([CH3:21])([CH3:22])[CH3:23])([CH3:19])[CH3:18])[C@@H:14]([CH2:24][O:25][CH3:26])[O:13]2)=[C:32]([NH:36][CH2:37][CH:38]([C:39]2[CH:44]=[CH:43][CH:42]=[CH:41][CH:40]=2)[C:45]2[CH:50]=[CH:49][CH:48]=[CH:47][CH:46]=2)[N:31]=1)[C:54]1[CH:59]=[CH:58][CH:57]=[CH:56][CH:55]=1 |f:0.1|. Procedure details: Sodium hydride (23 mg of an 80% dispersion in mineral oil, 0.76 mmol) was added to a stirred solution of {9-[(2R,3R,4R,5R)-3,4-bis{[tert-butyl(dimethyl)silyl]oxy}-5-(methoxymethyl)tetrahydro-2-furanyl]-6-[(2,2-diphenylethyl)amino]-9H-purin-2-yl}methanol (550 mg, 0.76 mmol) (preparation 15) in tetrahydrofuran (3 ml). The reaction mixture was stirred at room temperature for 10 min and then benzyl bromide (0.117 ml, 1 mmol) added. The reaction mixture was stirred for a further 24 hr and then the so... As a reaction SMILES: Br[C:2]1[N:7]2[CH:8]=[CH:9][N:10]=[C:6]2[C:5]([NH:11][C:12]2[CH:17]=[CH:16][C:15]([C:18]3[N:19]=[N:20][N:21]([CH3:23])[N:22]=3)=[CH:14][CH:13]=2)=[N:4][CH:3]=1.CC1(C)C(C)(C)OB([C:32]2[CH:33]=[N:34][NH:35][CH:36]=2)O1.C([O-])([O-])=O.[Na+].[Na+]>CN(C=O)C.O1CCOCC1.C1C=CC([P]([Pd]([P](C2C=CC=CC=2)(C2C=CC=CC=2)C2C=CC=CC=2)([P](C2C=CC=CC=2)(C2C=CC=CC=2)C2C=CC=CC=2)[P](C2C=CC=CC=2)(C2C=CC=CC=2)C2C=CC=CC=2)(C2C=CC=CC=2)C2C=CC=CC=2)=CC=1>[NH3:4].[CH3:23][N:21]1[N:20]=[N:19][C:18]([C:15]2[CH:16]=[CH:17][C:12]([NH:11][C:5]3[C:6]4[N:7]([CH:8]=[CH:9][N:10]=4)[C:2]([C:32]4[CH:33]=[N:34][NH:35][CH:36]=4)=[CH:3][N:4]=3)=[CH:13][CH:14]=2)=[N:22]1 |f:2.3.4,5.6,^1:58,60,79,98|. Starting materials: C(=O)([O-])[O-].[Na+].[Na+] (Na2CO3), CC1(OB(OC1(C)C)C=1C=NNC1)C (4-(4,4,5,5-tetramethyl-[1,3,2]dioxaborolan-2-yl)-1H-pyrazole), Compound 178, BrC1=CN=C(C=2N1C=CN2)NC2=CC=C(C=C2)C=2N=NN(N2)C ((5-bromo-imidazo[1,2-a]pyrazin-8-yl)-[4-(2-methyl-2H-tetrazol-5-yl)-phenyl]-amine). Reported procedure: In the same way as described for Compound 178, step 4, using (5-bromo-imidazo[1,2-a]pyrazin-8-yl)-[4-(2-methyl-2H-tetrazol-5-yl)-phenyl]-amine (49.4 mg, 0.1333 mmol), 4-(4,4,5,5-tetramethyl-[1,3,2]dioxaborolan-2-yl)-1H-pyrazole (51.6 mg, 0.266 mmol), Pd(PPh3)4 (39.3 mg, 0.034 mmol), 1.5 M Na2CO3 (0.710 mL, 1.07 mmol) in (2:1) DMF-dioxane (1.5 mL). Purification by Isolute FlashSilicaII cartridge chromatography eluting with 97:3 DCM:NH3 (7M in MeOH) affords the title compound as a white solid (17.... Reagents/catalysts: C=1C=CC(=CC1)[P](C=2C=CC=CC2)(C=3C=CC=CC3)[Pd]([P](C=4C=CC=CC4)(C=5C=CC=CC5)C=6C=CC=CC6)([P](C=7C=CC=CC7)(C=8C=CC=CC8)C=9C=CC=CC9)[P](C=1C=CC=CC1)(C=1C=CC=CC1)C=1C=CC=CC1 (Pd(PPh3)4). Run in CN(C)C=O.O1CCOCC1 (DMF dioxane). Isolated yield 72.4%. Product: N (NH3), CN1N=C(N=N1)C1=CC=C(C=C1)NC=1C=2N(C(=CN1)C=1C=NNC1)C=CN2 ([4-(2-Methyl-2H-tetrazol-5-yl)-phenyl]-[5-(1H-pyrazol-4-yl)-imidazo[1,2-a]pyrazin-8yl]-amine). The reactants are ClC1=C(C(=CC=C1)F)CC#N ((2-chloro-6-fluoro-phenyl)-acetonitrile), C(CN)N (ethylene diamine). The product is ClC1=C(CC=2NCCN2)C(=CC=C1)F (2-(2-Chloro-6-fluoro-benzyl)-4,5-dihydro-1H-imidazole), Cl (hydrochloride). As a reaction SMILES: [Cl:1][C:2]1[CH:7]=[CH:6][CH:5]=[C:4]([F:8])[C:3]=1[CH2:9][C:10]#[N:11].[CH2:12](N)[CH2:13][NH2:14]>>[Cl:1][C:2]1[CH:7]=[CH:6][CH:5]=[C:4]([F:8])[C:3]=1[CH2:9][C:10]1[NH:14][CH2:13][CH2:12][N:11]=1.[ClH:1]. Reported procedure: 2-(2-Chloro-6-fluoro-benzyl)-4,5-dihydro-1H-imidazole was prepared from (2-chloro-6-fluoro-phenyl)-acetonitrile and ethylene diamine in analogy to Example 22; isolated as hydrochloride: colourless powder; MS (ISP): 212.9 ((M+H)+.). Reactants: 15B, BrC=1C=CC(=C(C1)C1(C(N(C2=CC=CC=C12)CCCCC)=O)O)O (3-(5-bromo-2-hydroxyphenyl)-3-hydroxy-1-pentyl-1,3-dihydro-2H-indol-2-one), OC1(C(N(C2=CC=CC=C12)CC(=O)OCC)=O)C1=CC=2CCCCC2C=C1O (ethyl [3-hydroxy-3-(3-hydroxy-5,6,7,8-tetrahydronaphthalen-2-yl)-2-oxo-2,3-dihydro-1H-indol-1-yl]acetate). Yields the product OC=1C(=CC=2CCCCC2C1)C1C(N(C2=CC=CC=C12)CC(=O)OCC)=O (ethyl [3-(3-hydroxy-5,6,7,8-tetrahydronaphthalen-2-yl)-2-oxo-2,3-dihydro-1H-indol-1-yl]acetate). RXN SMILES: BrC1C=CC(O)=C(C2(O)C3C(=CC=CC=3)N(CCCCC)C2=O)C=1.O[C:26]1([C:42]2[C:51]([OH:52])=[CH:50][C:49]3[CH2:48][CH2:47][CH2:46][CH2:45][C:44]=3[CH:43]=2)[C:34]2[C:29](=[CH:30][CH:31]=[CH:32][CH:33]=2)[N:28]([CH2:35][C:36]([O:38][CH2:39][CH3:40])=[O:37])[C:27]1=[O:41]>>[OH:52][C:51]1[C:42]([CH:26]2[C:34]3[C:29](=[CH:30][CH:31]=[CH:32][CH:33]=3)[N:28]([CH2:35][C:36]([O:38][CH2:39][CH3:40])=[O:37])[C:27]2=[O:41])=[CH:43][C:44]2[CH2:45][CH2:46][CH2:47][CH2:48][C:49]=2[CH:50]=1. Procedure details: Following the procedure as described in PREPARATION 15B, and making non-critical variations to replace 3-(5-bromo-2-hydroxyphenyl)-3-hydroxy-1-pentyl-1,3-dihydro-2H-indol-2-one with ethyl [3-hydroxy-3-(3-hydroxy-5,6,7,8-tetrahydronaphthalen-2-yl)-2-oxo-2,3-dihydro-1H-indol-1-yl]acetate, the title compound was obtained: 1H NMR (300 MHz, CDCl3) δ 7.42-7.32 (m, 2H), 7.20 (t, 1H), 6.84 (d, 1H), 6.78 (s, 1H), 6.61 (s, 1H), 5.12 (s, 1H), 4.47 (ABq, 2H), 4.21 (q, 2H), 2.76-2.44 (m, 4H), 1.78-1.64 (m, 4... The reactants are [Si](C)(C)(C(C)(C)C)O[C@H]1C[C@@H](CC2=CC=C3[C@@H]4CC=C([C@@]4(C)CC[C@@H]3[C@@]12C)COCC(CC)(O)CC)O[Si](C)(C)C(C)(C)C (1α,3β-Bis(tert-butyldimethylsilyloxy)-17-{2-ethyl-2-hydroxybutoxymethyl}androsta-5,7,16-triene), O1CCCC1.[F-].C(CCC)[N+](CCCC)(CCCC)CCCC (tetra-n-butylammonium fluoride tetrahydrofuran). Run in O1CCCC1 (tetrahydrofuran). Product: C(C)C(COCC=1[C@]2(C)[C@@H](CC1)C1=CC=C3C[C@H](C[C@@H]([C@]3(C)[C@H]1CC2)O)O)(CC)O (17-(2-ethyl-2-hydroxybutoxymethyl)-1α,3β-dihydroxyandrosta-5,7,16-triene). The yield is 71.6%. As a reaction SMILES: [Si]([O:8][C@@H:9]1[C@@:26]2([CH3:27])[C:13](=[CH:14][CH:15]=[C:16]3[C@@H:25]2[CH2:24][CH2:23][C@@:21]2([CH3:22])[C@H:17]3[CH2:18][CH:19]=[C:20]2[CH2:28][O:29][CH2:30][C:31]([CH2:35][CH3:36])([OH:34])[CH2:32][CH3:33])[CH2:12][C@@H:11]([O:37][Si](C(C)(C)C)(C)C)[CH2:10]1)(C(C)(C)C)(C)C.O1CCCC1.[F-].C([N+](CCCC)(CCCC)CCCC)CCC>O1CCCC1>[CH2:32]([C:31]([OH:34])([CH2:35][CH3:36])[CH2:30][O:29][CH2:28][C:20]1[C@:21]2([CH2:23][CH2:24][C@H:25]3[C:16](=[CH:15][CH:14]=[C:13]4[C@:26]3([CH3:27])[C@@H:9]([OH:8])[CH2:10][C@H:11]([OH:37])[CH2:12]4)[C@@H:17]2[CH2:18][CH:19]=1)[CH3:22])[CH3:33] |f:1.2.3|. Procedure details: 1α,3β-Bis(tert-butyldimethylsilyloxy)-17-{2-ethyl-2-hydroxybutoxymethyl}androsta-5,7,16-triene (139 mg, 0.216 mmol), a 1M tetra-n-butylammonium fluoride tetrahydrofuran solution (1.3 ml, 1.3 mmol) and tetrahydrofuran (3 ml) were subjected to reaction using a procedure similar to that of Example 5(2) (4 hours), worked up and the thus obtained residue was purified by preparative thin layer chromatography (1 sheet (0.5 mm thickness), dichloromethane:ethanol=10:1, developed three times) to give the ... Reactants: OC1=C(C=CC(=C1)O)C(C)=O (1-(2,4-dihydroxyphenyl)ethan-1-one), Cl.NO (hydroxylamine hydrochloride), Cl (hydrochloric acid), [OH-].[Na+] (sodium hydroxide). Run in O (water), C(C)O (ethanol). Run at time 30 minute. Product: ON=CC1=C(C=C(C=C1)O)O (4-((hydroxyimino)methyl)benzene-1,3-diol). Reaction SMILES: [OH:1][C:2]1[CH:7]=[C:6]([OH:8])[CH:5]=[CH:4][C:3]=1[C:9](=O)C.Cl.[NH2:13][OH:14].[OH-].[Na+].Cl>O.C(O)C>[OH:14][N:13]=[CH:9][C:3]1[CH:4]=[CH:5][C:6]([OH:8])=[CH:7][C:2]=1[OH:1] |f:1.2,3.4|. Procedure details: A stirred solution of 2.0 grams (0.013 mole) of 1-(2,4-dihydroxyphenyl)ethan-1-one (commercially available) and 1.4 grams (0.019 mole) of hydroxylamine hydrochloride in 20 mL of water and 100 mL of ethanol was cooled to about 0° C. to 4° C. and 2.7 grams (0.068 mole) of sodium hydroxide was added. Upon completion of addition the reaction mixture was warmed to reflux where it stirred during a 30 minute period. After this time the reaction mixture was cooled to ambient temperature and 400 mL of aq...